From a dataset of the Open Reaction Database (ORD), a public repository of structured organic reaction records. describe an organic reaction: reactants, conditions, products, and yield Starting materials: [Cl-].O[NH3+] (hydroxylammonium chloride), C(O)([O-])=O.[Na+] (sodium hydrogen carbonate), CS(=O)C (dimethyl sulfoxide), [Si](C)(C)(C(C)(C)C)OCC(CN1C=2N(C(=C(C1=O)CC1=CC=C(C=C1)C=1C(=CC=CC1)C#N)CCC)N=C(N2)C)(C)C (4′-{[4-(3-{[tert-butyl(dimethyl)silyl]oxy}-2,2-dimethylpropyl)-2-methyl-5-oxo-7-propyl-4,5-dihydro[1,2,4]triazolo[1,5-a]pyrimidin-6-yl]methyl}biphenyl-2-carbonitrile). Solvent: O (water), C(C)(=O)OCC (ethyl acetate). Conditions: temperature 50 celsius, time 30 minute. Yields the product OCC(CN1C=2N(C(=C(C1=O)CC1=CC=C(C=C1)C1=C(C=CC=C1)C1=NOC(N1)=O)CCC)N=C(N2)C)(C)C (4-(3-hydroxy-2,2-dimethylpropyl)-2-methyl-6-{[2′-(5-oxo-4,5-dihydro-1,2,4-oxadiazol-3-yl)biphenyl-4-yl]methyl}-7-propyl[1,2,4]triazolo[1,5-a]pyrimidin-5(4H)-one). Isolated yield 57.4%. As a reaction SMILES: [Cl-].O[NH3+:3].[C:4](=[O:7])([O-])[OH:5].[Na+].CS(C)=O.[Si]([O:20][CH2:21][C:22]([CH3:54])([CH3:53])[CH2:23][N:24]1[C:29](=[O:30])[C:28]([CH2:31][C:32]2[CH:37]=[CH:36][C:35]([C:38]3[C:39]([C:44]#[N:45])=[CH:40][CH:41]=[CH:42][CH:43]=3)=[CH:34][CH:33]=2)=[C:27]([CH2:46][CH2:47][CH3:48])[N:26]2[N:49]=[C:50]([CH3:52])[N:51]=[C:25]12)(C(C)(C)C)(C)C>O.C(OCC)(=O)C>[OH:20][CH2:21][C:22]([CH3:53])([CH3:54])[CH2:23][N:24]1[C:29](=[O:30])[C:28]([CH2:31][C:32]2[CH:33]=[CH:34][C:35]([C:38]3[CH:43]=[CH:42][CH:41]=[CH:40][C:39]=3[C:44]3[NH:45][C:4](=[O:7])[O:5][N:3]=3)=[CH:36][CH:37]=2)=[C:27]([CH2:46][CH2:47][CH3:48])[N:26]2[N:49]=[C:50]([CH3:52])[N:51]=[C:25]12 |f:0.1,2.3|. Procedure: A mixture of hydroxylammonium chloride (0.92 g), sodium hydrogen carbonate (1.51 g) and dimethyl sulfoxide (10 mL) was stirred at 50° C. for 30 min, 4′-{[4-(3-{[tert-butyl(dimethyl)silyl]oxy}-2,2-dimethylpropyl)-2-methyl-5-oxo-7-propyl-4,5-dihydro[1,2,4]triazolo[1,5-a]pyrimidin-6-yl]methyl}biphenyl-2-carbonitrile (0.5 g) was added, and the mixture was stirred at 90° C. for 20 hr. After allowing to cool to room temperature, ethyl acetate and water were added to the reaction mixture, and the mixtu... Starting materials: CN(C)CCNC(=O)Cc1ccc(NC(=O)OCc2ccccc2)cc1, CO. Product: CN(C)CCNC(=O)Cc1ccc(N)cc1. As a reaction SMILES: [CH3:1][N:2]([CH2:3][CH2:4][NH:5][C:6]([CH2:7][c:8]1[cH:9][cH:10][c:11]([NH:14][C:15](=[O:16])[O:17][CH2:18][c:19]2[cH:20][cH:21][cH:22][cH:23][cH:24]2)[cH:12][cH:13]1)=[O:25])[CH3:26].[CH3:27][OH:28]>>[CH3:1][N:2]([CH2:3][CH2:4][NH:5][C:6]([CH2:7][c:8]1[cH:9][cH:10][c:11]([NH2:14])[cH:12][cH:13]1)=[O:25])[CH3:26]. Reactants: ClC=1C=CC(=C(C1)S(=O)(=O)Cl)OC (5-Chloro-2-methoxy-benzenesulfonyl chloride), CN (methylamine). Solvent: O1CCCC1 (tetrahydrofuran). Conditions: time 8 hour. Product: ClC=1C=CC(=C(C1)S(=O)(=O)NC)OC (5-Chloro-2-methoxy-N-methyl-benzenesulfonamide). The yield is 100.0%. RXN SMILES: [Cl:1][C:2]1[CH:3]=[CH:4][C:5]([O:12][CH3:13])=[C:6]([S:8](Cl)(=[O:10])=[O:9])[CH:7]=1.[CH3:14][NH2:15]>O1CCCC1>[Cl:1][C:2]1[CH:3]=[CH:4][C:5]([O:12][CH3:13])=[C:6]([S:8]([NH:15][CH3:14])(=[O:10])=[O:9])[CH:7]=1. Reported procedure: To a solution of 5-Chloro-2-methoxy-benzenesulfonyl chloride (1.0 g, 4.15 mmol) in tetrahydrofuran(8 ml) was bubbled methylamine gas until saturated. The reaction mixture was sealed with a septa and stirred overnight at ambient temperature. The reaction mixture was then concentrated, triterated in dichloromethane and ether, filtered and dried yielding the above titled compound 1.05 g (>100%) white solid. The reactants are CO (methanol), ClC=1C=C(C#N)C=CC1N1CCN(CC1)CC=1N=C2N(C=C(C=C2)Cl)C1 (3-Chloro-4-[4-[(6-chloroimidazo[1,2-a]pyridin-2-yl)methyl]-1-piperazinyl]benzonitrile), [OH-].[Na+] (NaOH), C(C)(C)(C)O (tert-butanol). The reagents and catalysts are OO (hydrogen peroxide). Run in ClCCl (dichloromethane). Reaction conditions: temperature 80 celsius, time 4 hour. Yields the product ClC=1C=C(C(=O)N)C=CC1N1CCN(CC1)CC=1N=C2N(C=C(C=C2)Cl)C1 (3-Chloro-4-[4-[(6-chloroimidazo[1,2-a]pyridin-2-yl)methyl]-1-piperazinyl]benzamide). RXN SMILES: [Cl:1][C:2]1[CH:3]=[C:4]([CH:7]=[CH:8][C:9]=1[N:10]1[CH2:15][CH2:14][N:13]([CH2:16][C:17]2[N:18]=[C:19]3[CH:24]=[CH:23][C:22]([Cl:25])=[CH:21][N:20]3[CH:26]=2)[CH2:12][CH2:11]1)[C:5]#[N:6].[OH-].[Na+].C([OH:33])(C)(C)C.CO>OO.ClCCl>[Cl:1][C:2]1[CH:3]=[C:4]([CH:7]=[CH:8][C:9]=1[N:10]1[CH2:15][CH2:14][N:13]([CH2:16][C:17]2[N:18]=[C:19]3[CH:24]=[CH:23][C:22]([Cl:25])=[CH:21][N:20]3[CH:26]=2)[CH2:12][CH2:11]1)[C:5]([NH2:6])=[O:33] |f:1.2|. Procedure: A mixture of 3-chloro-4-[4-[(6-chloroimidazo[1,2-a]pyridin-2-yl)methyl]-1-piperazinyl]benzonitrile (Example 29; 0.122 g), NaOH (0.063 g), 30% hydrogen peroxide (2 drops), and tert-butanol (2 mL) is stirred at 80° C. for 4 h, after which it is cooled and concentrated under reduced pressure. The residue is partitioned between dichloromethane and aq. sodium bicarbonate. The organic layers are dried over sodium sulfate and concentrated. The solids remaining suspended in the aqueous layer are collect... Starting materials: COC(=O)c1cnc(Nc2cnc(C#N)cn2)cc1NC1CCN(C)CC1, [I-], [Li+], c1ccncc1. Yields the product CN1CCC(Nc2cc(Nc3cnc(C#N)cn3)ncc2C(=O)O)CC1. As a reaction SMILES: [C:1](#[N:2])[c:3]1[n:4][cH:5][c:6]([NH:9][c:10]2[n:11][cH:12][c:13]([C:14](=[O:15])[O:16][CH3:17])[c:18]([NH:20][CH:21]3[CH2:22][CH2:23][N:24]([CH3:27])[CH2:25][CH2:26]3)[cH:19]2)[n:7][cH:8]1.[I-:28].[Li+:29].[cH:30]1[cH:31][cH:32][n:33][cH:34][cH:35]1>>[C:1](#[N:2])[c:3]1[n:4][cH:5][c:6]([NH:9][c:10]2[n:11][cH:12][c:13]([C:14](=[O:15])[OH:16])[c:18]([NH:20][CH:21]3[CH2:22][CH2:23][N:24]([CH3:27])[CH2:25][CH2:26]3)[cH:19]2)[n:7][cH:8]1. The reactants are COC1=C(C(=O)OC)C=CC(=C1)OC1CN(C1)C(=O)OC(C)(C)C (Methyl 2-methoxy-4-(1-tert-butyloxycarbonyl-3-azetidinyloxy)benzoate), [OH-].[Na+] (NaOH), C(C)(C)(C)OC(=O)OC(=O)OC(C)(C)C (di-tertbutyldicarbonate), C(CC(O)(C(=O)O)CC(=O)O)(=O)O (citric acid). Run in CO (methanol). Reaction conditions: time 4 hour. The product is COC1=C(C(=O)O)C=CC(=C1)OC1CN(C1)C(=O)OC(C)(C)C (2-Methoxy-4-(1-tert-butyloxycarbonyl-3-azetidinyloxy)benzoic acid). Reaction SMILES: [CH3:1][O:2][C:3]1[CH:12]=[C:11]([O:13][CH:14]2[CH2:17][N:16]([C:18]([O:20][C:21]([CH3:24])([CH3:23])[CH3:22])=[O:19])[CH2:15]2)[CH:10]=[CH:9][C:4]=1[C:5]([O:7]C)=[O:6].[OH-].[Na+].C(O)(=O)CC(CC(O)=O)(C(O)=O)O.C(OC(OC(OC(C)(C)C)=O)=O)(C)(C)C>CO>[CH3:1][O:2][C:3]1[CH:12]=[C:11]([O:13][CH:14]2[CH2:17][N:16]([C:18]([O:20][C:21]([CH3:24])([CH3:23])[CH3:22])=[O:19])[CH2:15]2)[CH:10]=[CH:9][C:4]=1[C:5]([OH:7])=[O:6] |f:1.2|. Reported procedure: To a stirred solution of methyl 2-methoxy-4-(1-tert-butyloxycarbonyl-3-azetidinyloxy)benzoate from Step 4 above (200 mg, 0.647 mmol) in methanol (10 mL) was added 2N NaOH (5 mL, 10 mmol). The reaction mixture was refluxed for 30 minutes, then cooled in a ice water bath. The solution was acidified with 5% citric acid then the solvent was evaporated under reduced pressure. The residue was dissolved in ethyl acetate and washed with water (2×25 mL). The aqueous layer was made alkaline (pH=9) with DI... Starting materials: ClC=1C=NC=C(C1SC1=C(C=C(S1)C(=O)Cl)[N+](=O)[O-])Cl (5-((3,5-dichloropyridin-4-yl)thio)-4-nitrothiophene-2-carbonyl chloride), NC1=CC=C(C=C1)C(C)=O (1-(4-aminophenyl)ethanone). The product is C(C)(=O)C1=CC=C(C=C1)NC(=O)C=1SC(=C(C1)[N+](=O)[O-])SC1=C(C=NC=C1Cl)Cl (N-(4-acetylphenyl)-5-((3,5-dichloropyridin-4-yl)thio)-4-nitrothiophene-2-carboxamide), solid. The yield is 10.0%. As a reaction SMILES: [Cl:1][C:2]1[CH:3]=[N:4][CH:5]=[C:6]([Cl:20])[C:7]=1[S:8][C:9]1[S:13][C:12]([C:14](Cl)=[O:15])=[CH:11][C:10]=1[N+:17]([O-:19])=[O:18].[NH2:21][C:22]1[CH:27]=[CH:26][C:25]([C:28](=[O:30])[CH3:29])=[CH:24][CH:23]=1>>[C:28]([C:25]1[CH:26]=[CH:27][C:22]([NH:21][C:14]([C:12]2[S:13][C:9]([S:8][C:7]3[C:2]([Cl:1])=[CH:3][N:4]=[CH:5][C:6]=3[Cl:20])=[C:10]([N+:17]([O-:19])=[O:18])[CH:11]=2)=[O:15])=[CH:23][CH:24]=1)(=[O:30])[CH3:29]. Procedure: Prepared according to the procedure described for example 50 from 5-((3,5-dichloropyridin-4-yl)thio)-4-nitrothiophene-2-carbonyl chloride (0.25 mg, 0.59 mmol) and 1-(4-aminophenyl)ethanone (88 mg, 0.65 mmol). The title compound was obtained as a solid (27.0 mg, 10% yield). 1H NMR (400 MHz, d6-DMSO) δ: 10.78 (1H, s), 9.01 (2H, s), 8.75 (1H, m), 8.01 (2H, m), 7.82 (2H, m), 2.51 (3H, s). MS m/z: 466.03, 468.03 [M+H]+. Reactants: Br.OC=1C=C2CCNCC2=CC1 (1,2,3,4-tetrahydro-6-hydroxy-isoquinoline-hydrobromide), C(=O)N (formamide). The solvent is O (water). Conditions: temperature 100 celsius. Yields the product C(=O)N1CC2=CC=C(C=C2CC1)O (2-formyl-1,2,3,4-tetrahydro-6-hydroxy-isoquinoline). As a reaction SMILES: Br.[OH:2][C:3]1[CH:4]=[C:5]2[C:10](=[CH:11][CH:12]=1)[CH2:9][NH:8][CH2:7][CH2:6]2.[CH:13](N)=[O:14]>O>[CH:13]([N:8]1[CH2:7][CH2:6][C:5]2[C:10](=[CH:11][CH:12]=[C:3]([OH:2])[CH:4]=2)[CH2:9]1)=[O:14] |f:0.1|. Reported procedure: 46.0 g of 1,2,3,4-tetrahydro-6-hydroxy-isoquinoline-hydrobromide are reacted with 85 ml of formamide for 1 hour at 140° C. with stirring. After cooling to 100° C., 216 ml of water are added, whereby the reaction product crystallizes. 34.0 g of 2-formyl-1,2,3,4-tetrahydro-6-hydroxy-isoquinoline are obtained. m.p. = 185.5° - 186° C. (ethanol).